This data is from the Open Reaction Database (ORD), a public repository of structured organic reaction records. The task is: describe an organic reaction: reactants, conditions, products, and yield Starting materials: C(C1=CC=CC=C1)(=O)O[C@H]1[C@H](O[C@@H]([C@H]([C@@H]1OC(C1=CC=CC=C1)=O)OC(C1=CC=CC=C1)=O)COC(C1=CC=CC=C1)=O)O[C@H]1[C@@H]([C@H]([C@H](O[C@@H]1COC(C1=CC=CC=C1)=O)O[C@H]1[C@@H]([C@H]([C@H](O[C@@H]1COC(C1=CC=CC=C1)=O)Br)OC(C1=CC=CC=C1)=O)OC(C1=CC=CC=C1)=O)OC(C1=CC=CC=C1)=O)OC(C1=CC=CC=C1)=O (2,3,4,6-Tetra-O-benzoyl-α-D-glucopyranosyl-(1→4)-2,3,6-tri-O-benzoyl-α-D-glucopyranosyl-(1→4)-2,3,6-tri-O-benzoyl-α-D-glucopyranosyl bromide), C(#N)[S-].[K+] (KSCN). The reagents and catalysts are [N+](CCCC)(CCCC)(CCCC)CCCC.[I-] (Bu4NI). The solvent is C(C)#N (acetonitrile). Conditions: temperature 75 celsius, time 8 hour. Yields the product C(C1=CC=CC=C1)(=O)O[C@H]1[C@H](O[C@@H]([C@H]([C@@H]1OC(C1=CC=CC=C1)=O)OC(C1=CC=CC=C1)=O)COC(C1=CC=CC=C1)=O)O[C@H]1[C@@H]([C@H]([C@H](O[C@@H]1COC(C1=CC=CC=C1)=O)O[C@H]1[C@@H]([C@H]([C@@H](O[C@@H]1COC(C1=CC=CC=C1)=O)N=C=S)OC(C1=CC=CC=C1)=O)OC(C1=CC=CC=C1)=O)OC(C1=CC=CC=C1)=O)OC(C1=CC=CC=C1)=O (2,3,4,6-Tetra-O-benzoyl-α-D-glucopyranosyl-(1→4)-2,3,6-tri-O-benzoyl-α-D-glucopyranosyl-(1→4)-2,3,6-tri-O-benzoyl-β-D-glucopyranosyl isothiocyanate). The yield is 64.7%. RXN SMILES: [C:1]([O:9][C@@H:10]1[C@@H:15]([O:16][C:17](=[O:24])[C:18]2[CH:23]=[CH:22][CH:21]=[CH:20][CH:19]=2)[C@H:14]([O:25][C:26](=[O:33])[C:27]2[CH:32]=[CH:31][CH:30]=[CH:29][CH:28]=2)[C@@H:13]([CH2:34][O:35][C:36](=[O:43])[C:37]2[CH:42]=[CH:41][CH:40]=[CH:39][CH:38]=2)[O:12][C@@H:11]1[O:44][C@@H:45]1[C@@H:50]([CH2:51][O:52][C:53](=[O:60])[C:54]2[CH:59]=[CH:58][CH:57]=[CH:56][CH:55]=2)[O:49][C@H:48]([O:61][C@@H:62]2[C@@H:67]([CH2:68][O:69][C:70](=[O:77])[C:71]3[CH:76]=[CH:75][CH:74]=[CH:73][CH:72]=3)[O:66][C@H:65](Br)[C@H:64]([O:79][C:80](=[O:87])[C:81]3[CH:86]=[CH:85][CH:84]=[CH:83][CH:82]=3)[C@H:63]2[O:88][C:89](=[O:96])[C:90]2[CH:95]=[CH:94][CH:93]=[CH:92][CH:91]=2)[C@H:47]([O:97][C:98](=[O:105])[C:99]2[CH:104]=[CH:103][CH:102]=[CH:101][CH:100]=2)[C@H:46]1[O:106][C:107](=[O:114])[C:108]1[CH:113]=[CH:112][CH:111]=[CH:110][CH:109]=1)(=[O:8])[C:2]1[CH:7]=[CH:6][CH:5]=[CH:4][CH:3]=1.[C:115]([S-:117])#[N:116].[K+]>[N+](CCCC)(CCCC)(CCCC)CCCC.[I-].C(#N)C>[C:1]([O:9][C@@H:10]1[C@@H:15]([O:16][C:17](=[O:24])[C:18]2[CH:23]=[CH:22][CH:21]=[CH:20][CH:19]=2)[C@H:14]([O:25][C:26](=[O:33])[C:27]2[CH:32]=[CH:31][CH:30]=[CH:29][CH:28]=2)[C@@H:13]([CH2:34][O:35][C:36](=[O:43])[C:37]2[CH:42]=[CH:41][CH:40]=[CH:39][CH:38]=2)[O:12][C@@H:11]1[O:44][C@@H:45]1[C@@H:50]([CH2:51][O:52][C:53](=[O:60])[C:54]2[CH:59]=[CH:58][CH:57]=[CH:56][CH:55]=2)[O:49][C@H:48]([O:61][C@@H:62]2[C@@H:67]([CH2:68][O:69][C:70](=[O:77])[C:71]3[CH:76]=[CH:75][CH:74]=[CH:73][CH:72]=3)[O:66][C@@H:65]([N:116]=[C:115]=[S:117])[C@H:64]([O:79][C:80](=[O:87])[C:81]3[CH:86]=[CH:85][CH:84]=[CH:83][CH:82]=3)[C@H:63]2[O:88][C:89](=[O:96])[C:90]2[CH:95]=[CH:94][CH:93]=[CH:92][CH:91]=2)[C@H:47]([O:97][C:98](=[O:105])[C:99]2[CH:104]=[CH:103][CH:102]=[CH:101][CH:100]=2)[C@H:46]1[O:106][C:107](=[O:114])[C:108]1[CH:113]=[CH:112][CH:111]=[CH:110][CH:109]=1)(=[O:8])[C:2]1[CH:7]=[CH:6][CH:5]=[CH:4][CH:3]=1 |f:1.2,3.4|. Reported procedure: Bromide 84 (1.8 g, 1.12 mmol), KSCN (3 equiv., 326 mg), molecular sieves and Bu4NI (cat.) were taken up in dry acetonitrile and stirred at 75° C. overnight. The solvent was evaporated and the residue taken up in DCM and washed with NaHCO3(sat.), before being dried (Na2SO4) and the solvent was evaporated. The crude product was purified using column chromatography (SiO2:Hexane to 35% EtOAc/Hexane, loaded with toluene) to yield 1.15 g of the white solid product (65%). 1H NMR (400 MHz, CDCl3) δ: 8.2... The reactants are COc1ccc(C)cc1OC, Cc1ccccc1, O, O, Cc1ccc(S(=O)(=O)O)cc1. The product is COc1cc(C)c(S(=O)(=O)c2ccc(C)cc2)cc1OC. As a reaction SMILES: [CH3:13][O:14][c:15]1[c:16]([O:22][CH3:23])[cH:17][c:18]([CH3:21])[cH:19][cH:20]1.[CH3:25][c:26]1[cH:27][cH:28][cH:29][cH:30][cH:31]1.[OH2:1].[OH2:24].[c:2]1([CH3:12])[cH:3][cH:4][c:5]([S:8](=[O:9])(=[O:10])[OH:11])[cH:6][cH:7]1>>[c:2]1([CH3:12])[cH:3][cH:4][c:5]([S:8](=[O:10])(=[O:11])[c:19]2[c:18]([CH3:21])[cH:17][c:16]([O:22][CH3:23])[c:15]([O:14][CH3:13])[cH:20]2)[cH:6][cH:7]1. Starting materials: Brc1ccncc1, O=C([O-])[O-], C1CCOC1, CC(=O)Nc1ccc(B2OC(C)(C)C(C)(C)O2)cc1, CCOC(C)=O, Cl, N#N, [Na+], [Na+]. Yields the product CC(=O)Nc1ccc(-c2ccncc2)cc1. RXN SMILES: [Br:10][c:11]1[cH:12][cH:13][n:14][cH:15][cH:16]1.[C:1](=[O:2])([O-:3])[O-:4].[CH2:42]1[O:43][CH2:44][CH2:45][CH2:46]1.[CH3:17][C:18]1([CH3:19])[C:20]([CH3:21])([CH3:22])[O:23][B:24]([c:25]2[cH:26][cH:27][c:28]([NH:31][C:32]([CH3:33])=[O:34])[cH:29][cH:30]2)[O:35]1.[CH3:36][CH2:37][O:38][C:39]([CH3:40])=[O:41].[ClH:9].[N:7]#[N:8].[Na+:5].[Na+:6]>>[c:11]1(-[c:25]2[cH:26][cH:27][c:28]([NH:31][C:32]([CH3:33])=[O:34])[cH:29][cH:30]2)[cH:12][cH:13][n:14][cH:15][cH:16]1. Reactants: CC(C)(C)OC(=O)ON=C(C#N)c1ccccc1, C1COCCO1, O, c1cncc(CNCCN2CCNCC2)c1. The product is CC(C)(C)OC(=O)N(CCN1CCNCC1)Cc1cccnc1. Reaction SMILES: [C:17]([CH3:18])([CH3:19])([CH3:20])[O:21][C:22](=[O:23])[O:24][N:25]=[C:26]([c:27]1[cH:28][cH:29][cH:30][cH:31][cH:32]1)[C:33]#[N:34].[O:36]1[CH2:37][CH2:38][O:39][CH2:40][CH2:41]1.[OH2:35].[n:1]1[cH:2][c:3]([CH2:7][NH:8][CH2:9][CH2:10][N:11]2[CH2:12][CH2:13][NH:14][CH2:15][CH2:16]2)[cH:4][cH:5][cH:6]1>>[n:1]1[cH:2][c:3]([CH2:7][N:8]([CH2:9][CH2:10][N:11]2[CH2:12][CH2:13][NH:14][CH2:15][CH2:16]2)[C:22]([O:21][C:17]([CH3:18])([CH3:19])[CH3:20])=[O:23])[cH:4][cH:5][cH:6]1. Reactants: C(C1=CC=CC=C1)N1CC2CC3=C(C2CC1)SC=C3 (6-Benzyl-4,5,6,7,7a, 8-hexahydro-3bH-3-thia-6-aza-cyclopenta[α]indene), C(=O)([O-])[O-].[K+].[K+] (K2CO3), CC(OC(=O)Cl)Cl (Ace-Cl), 800C. The solvent is ClC(C)Cl (dichloroethane). Reaction conditions: temperature 22 celsius, time 1 hour. Yields the product C1=CSC2=C1CC1CNCCC21 (4,5,6,7,7a,8-Hexahydro-3bH-3-thia-6-aza-cyclopenta[α]indene). Yield: 94.0%. As a reaction SMILES: C([N:8]1[CH2:16][CH2:15][CH:14]2[CH:10]([CH2:11][C:12]3[CH:19]=[CH:18][S:17][C:13]=32)[CH2:9]1)C1C=CC=CC=1.C([O-])([O-])=O.[K+].[K+].CC(Cl)OC(Cl)=O>ClC(Cl)C>[CH:19]1[C:12]2[CH2:11][CH:10]3[CH:14]([C:13]=2[S:17][CH:18]=1)[CH2:15][CH2:16][NH:8][CH2:9]3 |f:1.2.3|. Reported procedure: The product of step f) (1.16 g, 4.3 mmol) in dichloroethane (21 ml) was treated with K2CO3 (2.38 g, 17.2 mmol) and Ace-Cl (1.86 ml, 17.2 mmol) at 800C for 16 hours. Next, the reaction mixture was filtered, concentrated and the residue was dissolved in anhydrous MeOH (25 ml) and stirred for 1 hour at 22° C. The MeOH was concentrated and triturated with ether to give 874 mg (94%) of the subtitle compound. MS calculated for C10H13NS+H 180, observed 180. Reactants: N1CCNCC1 (piperazine), ClC=1C=NC=C(C1CC(=O)C1=CC=C(C2=C1C=C(O2)C(=O)O)OC)Cl (4-[2-(3,5-Dichloro-4-pyridyl)-1-oxoethyl]-7-methoxybenzofuran-2-carboxylic acid), O.ON1N=NC2=C1C=CC=C2 (1-hydroxybenzotriazole monohydrate), N-ethyl-N-′3-dimethylaminopropylcarbodiimide monohydrochloride. The solvent is CN(C)C=O (DMF), CN(C)C=O (DMF). Conditions: time 10 minute. Product: ClC=1C=NC=C(C1CC(=O)C1=CC=C(C2=C1C=C(O2)C(=O)N2CCNCC2)OC)Cl (4-[2-(3,5-Dichloro-4-pyridyl)-1-oxoethyl]-2-(1-piperazinyl)carbonyl-7-methoxybenzofuran). Yield: 72.9%. RXN SMILES: [Cl:1][C:2]1[CH:3]=[N:4][CH:5]=[C:6]([Cl:25])[C:7]=1[CH2:8][C:9]([C:11]1[C:16]2[CH:17]=[C:18]([C:20]([OH:22])=O)[O:19][C:15]=2[C:14]([O:23][CH3:24])=[CH:13][CH:12]=1)=[O:10].O.ON1C2C=CC=CC=2N=N1.[NH:37]1[CH2:42][CH2:41][NH:40][CH2:39][CH2:38]1>CN(C=O)C>[Cl:1][C:2]1[CH:3]=[N:4][CH:5]=[C:6]([Cl:25])[C:7]=1[CH2:8][C:9]([C:11]1[C:16]2[CH:17]=[C:18]([C:20]([N:37]3[CH2:42][CH2:41][NH:40][CH2:39][CH2:38]3)=[O:22])[O:19][C:15]=2[C:14]([O:23][CH3:24])=[CH:13][CH:12]=1)=[O:10] |f:1.2|. Reported procedure: Compound M (4.12 g) obtained in Reference Example 3 was dissolved in DMF (150 ml), 1-hydroxybenzotriazole monohydrate (5.8 g) and N-ethyl-N-′3-dimethylaminopropylcarbodiimide monohydrochloride (8.2 g) were added thereto, and the mixture was stirred at room temperature for 10 minutes. The mixture was dropwise added to a solution of piperazine (18.6 g) in DMF (300 ml) and the mixture was stirred at room temperature for 12 hours. The solvent was distilled off under reduced pressure and the residue ... The reactants are ClC1=NC(=C(C(=O)OC)C(=C1)C#N)NC=1C=C(C=CC1)C (methyl 6-chloro-4-cyano-2-(m-tolylamino)nicotinate), CCN(C(C)C)C(C)C (DIPEA), NC[C@H](COCC)NC(OC(C)(C)C)=O ((R)-tert-butyl 1-amino-3-ethoxypropan-2-ylcarbamate), NC[C@H](COCC)NC(OC(C)(C)C)=O ((R)-tert-butyl 1-amino-3-ethoxypropan-2-ylcarbamate). Run in CN(C)C=O (DMF), CCOC(=O)C (EtOAc). Reaction conditions: time 8 hour. The product is C(C)(C)(C)OC(=O)N[C@H](CNC1=NC(=C(C(=O)OC)C(=C1)C#N)NC=1C=C(C=CC1)C)COCC ((R)-Methyl 6-(2-(tert-butoxycarbonylamino)-3-ethoxypropylamino)-4-cyano-2-(m-tolylamino)nicotinate). As a reaction SMILES: Cl[C:2]1[CH:11]=[C:10]([C:12]#[N:13])[C:5]([C:6]([O:8][CH3:9])=[O:7])=[C:4]([NH:14][C:15]2[CH:16]=[C:17]([CH3:21])[CH:18]=[CH:19][CH:20]=2)[N:3]=1.CCN(C(C)C)C(C)C.[NH2:31][CH2:32][C@@H:33]([NH:38][C:39](=[O:45])[O:40][C:41]([CH3:44])([CH3:43])[CH3:42])[CH2:34][O:35][CH2:36][CH3:37]>CN(C=O)C.CCOC(C)=O>[C:41]([O:40][C:39]([NH:38][C@@H:33]([CH2:34][O:35][CH2:36][CH3:37])[CH2:32][NH:31][C:2]1[CH:11]=[C:10]([C:12]#[N:13])[C:5]([C:6]([O:8][CH3:9])=[O:7])=[C:4]([NH:14][C:15]2[CH:16]=[C:17]([CH3:21])[CH:18]=[CH:19][CH:20]=2)[N:3]=1)=[O:45])([CH3:44])([CH3:43])[CH3:42]. Reported procedure: To a solution of methyl 6-chloro-4-cyano-2-(m-tolylamino)nicotinate (200 mg, 0.663 mmol) in DMF (5 mL) was added DIPEA (0.232 mL, 1.326 mmol) and (R)-tert-butyl 1-amino-3-ethoxypropan-2-ylcarbamate (174 mg, 0.795 mmol). The reaction mixture was stirred at RT overnight. Additional (R)-tert-butyl 1-amino-3-ethoxypropan-2-ylcarbamate (231.25 mg, 1.061 mmol) was added and the mixture was heated at 65° C. for 1 h. After cooling to RT, the reaction mixture was diluted with EtOAc (30 mL) and washed wit... The reactants are CCC(C=O)NC(c1ccccc1)(c1ccccc1)c1ccccc1, CCOCC, [Cl-], [Li]C, [NH4+]. Yields the product CCC(NC(c1ccccc1)(c1ccccc1)c1ccccc1)C(C)O. As a reaction SMILES: [C:3]([c:4]1[cH:5][cH:6][cH:7][cH:8][cH:9]1)([c:10]1[cH:11][cH:12][cH:13][cH:14][cH:15]1)([c:16]1[cH:17][cH:18][cH:19][cH:20][cH:21]1)[NH:22][CH:23]([CH:24]=[O:25])[CH2:26][CH3:27].[CH3:30][CH2:31][O:32][CH2:33][CH3:34].[Cl-:28].[Li:1][CH3:2].[NH4+:29]>>[CH3:2][CH:24]([CH:23]([NH:22][C:3]([c:4]1[cH:5][cH:6][cH:7][cH:8][cH:9]1)([c:10]1[cH:11][cH:12][cH:13][cH:14][cH:15]1)[c:16]1[cH:17][cH:18][cH:19][cH:20][cH:21]1)[CH2:26][CH3:27])[OH:25]. Reactants: CCc1nnc(CC)s1, Cn1c([N+](=O)[O-])cnc1C=O, CC(=O)O, CC(=O)OC(C)=O, [Cl-], [Cl-], [Zn+2]. Yields the product CCc1nnc(C(C)=Cc2ncc([N+](=O)[O-])n2C)s1. RXN SMILES: [CH2:12]([CH3:13])[c:14]1[s:15][c:16]([CH2:19][CH3:20])[n:17][n:18]1.[CH3:1][n:2]1[c:3]([CH:10]=[O:11])[n:4][cH:5][c:6]1[N+:7](=[O:8])[O-:9].[CH3:21][C:22](=[O:23])[OH:24].[CH3:25][C:26]([O:27][C:28](=[O:29])[CH3:30])=[O:31].[Cl-:32].[Cl-:34].[Zn+2:33]>>[CH3:1][n:2]1[c:3]([CH:10]=[C:19]([c:16]2[s:15][c:14]([CH2:12][CH3:13])[n:18][n:17]2)[CH3:20])[n:4][cH:5][c:6]1[N+:7](=[O:8])[O-:9].